Dataset: the Open Reaction Database (ORD), a public repository of structured organic reaction records. Task: describe an organic reaction: reactants, conditions, products, and yield The reactants are [OH-].[Na+] (Sodium hydroxide), C(CC(=O)C)(=O)OCC (ethyl acetoacetate), CC1=CC=C(C(=O)Cl)C=C1 (4-methylbenzoylchloride), [OH-].[Na+] (sodium hydroxide). Solvent: O (water), C1(=CC=CC=C1)C (toluene). The product is CC1=CC=C(C(=O)CC(=O)OCC)C=C1 (ethyl (4-methyl)benzoylacetate). The yield is 34.9%. RXN SMILES: [OH-].[Na+].[C:3]([O:9][CH2:10][CH3:11])(=[O:8])[CH2:4][C:5]([CH3:7])=[O:6].[CH3:12][C:13]1[CH:21]=[CH:20]C(C(Cl)=O)=[CH:15][CH:14]=1>O.C1(C)C=CC=CC=1>[CH3:12][C:13]1[CH:21]=[CH:20][C:7]([C:5]([CH2:4][C:3]([O:9][CH2:10][CH3:11])=[O:8])=[O:6])=[CH:15][CH:14]=1 |f:0.1|. Procedure details: Sodium hydroxide solution (33%, 32.5 ml) was added to ethyl acetoacetate (97.5 g, 750 mmol) in a mixture of water (250 ml) and toluene (12 ml) at 0-5° C. under stirring (pH 11). After 30 minutes 4-methylbenzoylchloride (127.46 g, 825 mmol) and sodium hydroxide solution (33%, 135 ml) was added simultaneously over a period two hours. The reaction mixture was stirred for 15 minutes at 0° C. and for 1 hour at 35° C. Aqueous layer was separated, ammonium chloride (40 g) was added and stirred slowly o... Starting materials: N[C@H](CS(=O)(=O)O)COCC1=CC=CC=C1 ((S)-2-amino-3-benzyloxy-propane-1-sulfonic acid), ClC(=O)OCC1=CC=CC=C1 (benzyl chloroformate). Product: C(C1=CC=CC=C1)OC[C@@H](CS(=O)(=O)O)NC(=O)OCC1=CC=CC=C1 ((S)-3-benzyloxy-2-benzyloxycarbonylamino-propane-1-sulfonic acid). RXN SMILES: [NH2:1][C@@H:2]([CH2:8][O:9][CH2:10][C:11]1[CH:16]=[CH:15][CH:14]=[CH:13][CH:12]=1)[CH2:3][S:4]([OH:7])(=[O:6])=[O:5].Cl[C:18]([O:20][CH2:21][C:22]1[CH:27]=[CH:26][CH:25]=[CH:24][CH:23]=1)=[O:19]>>[CH2:10]([O:9][CH2:8][C@H:2]([NH:1][C:18]([O:20][CH2:21][C:22]1[CH:27]=[CH:26][CH:25]=[CH:24][CH:23]=1)=[O:19])[CH2:3][S:4]([OH:7])(=[O:6])=[O:5])[C:11]1[CH:16]=[CH:15][CH:14]=[CH:13][CH:12]=1. Procedure details: (S)-3-Benzyloxy-2-benzyloxycarbonylamino-propane-1-sulfonic acid was prepared by an analogous procedure as described in example 26 iv) starting from 1.76 g (7.19 mmol) (S)-2-amino-3-benzyloxy-propane-1-sulfonic acid and 1.16 ml (1.1 equiv.) benzyl chloroformate. Final purification by preparative RP-HPLC CH3CN/H2O gradient+0.1% TFA) gave pure (S)-3-benzyloxy-2-benzyloxycarbonylamino-propane-1-sulfonic acid as a colorless oil. The reactants are CCOC(=O)c1cc(Br)no1, CO, Cl, [Na+], [OH-], O. The product is O=C(O)c1cc(Br)no1. Reaction SMILES: [Br:1][c:2]1[n:3][o:4][c:5]([C:7](=[O:8])[O:9][CH2:10][CH3:11])[cH:6]1.[CH3:15][OH:16].[ClH:14].[Na+:13].[OH-:12].[OH2:17]>>[Br:1][c:2]1[n:3][o:4][c:5]([C:7](=[O:8])[OH:9])[cH:6]1.